This data is from the Open Reaction Database (ORD), a public repository of structured organic reaction records. The task is: describe an organic reaction: reactants, conditions, products, and yield As a reaction SMILES: [Br:1][c:2]1[cH:3][cH:4][cH:5][c:6]2[n:7]1[n:8][c:9]([NH2:11])[n:10]2.[C:13]([c:14]1[cH:15][n:16][cH:17][cH:18][cH:19]1)(=[O:20])[Cl:21].[ClH:12]>>[Br:1][c:2]1[cH:3][cH:4][cH:5][c:6]2[n:7]1[n:8][c:9]([NH:11][C:13]([c:14]1[cH:15][n:16][cH:17][cH:18][cH:19]1)=[O:20])[n:10]2. Product: O=C(Nc1nc2cccc(Br)n2n1)c1cccnc1. Reactants: Nc1nc2cccc(Br)n2n1, O=C(Cl)c1cccnc1, Cl. Reactants: ClC1=C(C=CC=C1)N1N=CN=C1C=1N=C2N(CCOC3=C2C=CC(=C3)C(=O)O)C1 (2-(1-(2-Chlorophenyl)-1H-1,2,4-triazol-5-yl)-5,6-dihydrobenzo[f]imidazo[1,2-d][1,4]oxazepine-9-carboxylic acid), CS(=O)(=O)CCN (2-(methylsulfonyl)ethanamine). Product: ClC1=C(C=CC=C1)N1N=CN=C1C=1N=C2N(CCOC3=C2C=CC(=C3)C(=O)NCCS(=O)(=O)C)C1 (2-(1-(2-chlorophenyl)-1H-1,2,4-triazol-5-yl)-N-(2-(methylsulfonyl)ethyl)-5,6-dihydrobenzo[f]imidazo[1,2-d][1,4]oxazepine-9-carboxamide). RXN SMILES: [Cl:1][C:2]1[CH:7]=[CH:6][CH:5]=[CH:4][C:3]=1[N:8]1[C:12]([C:13]2[N:14]=[C:15]3[C:21]4[CH:22]=[CH:23][C:24]([C:26](O)=[O:27])=[CH:25][C:20]=4[O:19][CH2:18][CH2:17][N:16]3[CH:29]=2)=[N:11][CH:10]=[N:9]1.[CH3:30][S:31]([CH2:34][CH2:35][NH2:36])(=[O:33])=[O:32]>>[Cl:1][C:2]1[CH:7]=[CH:6][CH:5]=[CH:4][C:3]=1[N:8]1[C:12]([C:13]2[N:14]=[C:15]3[C:21]4[CH:22]=[CH:23][C:24]([C:26]([NH:36][CH2:35][CH2:34][S:31]([CH3:30])(=[O:33])=[O:32])=[O:27])=[CH:25][C:20]=4[O:19][CH2:18][CH2:17][N:16]3[CH:29]=2)=[N:11][CH:10]=[N:9]1. Procedure: 2-(1-(2-Chlorophenyl)-1H-1,2,4-triazol-5-yl)-5,6-dihydrobenzo[f]imidazo[1,2-d][1,4]oxazepine-9-carboxylic acid (40 mg, 0.1 mmol) was reacted with 2-(methylsulfonyl)ethanamine to provide 2-(1-(2-chlorophenyl)-1H-1,2,4-triazol-5-yl)-N-(2-(methylsulfonyl)ethyl)-5,6-dihydrobenzo[f]imidazo[1,2-d][1,4]oxazepine-9-carboxamide 134. LC/MS (ESI+): m/z 514 (M+H). 1H NMR (400 MHz, DMSO) δ 8.72 (s, 1H), 8.56 (s, 0H), 8.20 (s, 1H), 7.94 (s, 1H), 7.73 (d, J=7.0, 1H), 7.71-7.52 (m, 3H), 7.43 (s, 1H), 7.36 (d, J... Reactants: FC=1C=C(C=C(C1)F)C1=C(C(C2=CC(=CC=C12)O)=O)C=1C=NC=CC1 (3-(3,5-difluorophenyl)-6-hydroxy-2-(pyridin-3-yl)-1H-inden-1-one), C1=CC=C(C=C1)P(C2=CC=CC=C2)C3=CC=CC=C3 (PPh3), CC(C)OC(=O)/N=N/C(=O)OC(C)C (DIAD), BrC=1C(C2=CC(=CC=C2C1C1=CC=CC=C1)O)=O (2-bromo-6-hydroxy-3-phenyl-1H-inden-1-one), OCCC1CCN(CC1)C(=O)OC(C)(C)C (t-butyl 4-(2-hydroxyethyl)piperidin-1-carboxylate). Conditions: time 13 hour. Yields the product FC=1C=C(C=C(C1)F)C1=C(C(C2=CC(=CC=C12)OCCC1CCN(CC1)C(=O)OC(C)(C)C)=O)C=1C=NC=CC1 (tert-butyl 4-(2-(3-(3,5-difluorophenyl)-1-oxo-2-(pyridin-3-yl)-1H-inden-6-yloxy)ethyl)piperidine-1-carboxylate). The yield is 66.0%. Reaction SMILES: [F:1][C:2]1[CH:3]=[C:4]([C:9]2[C:17]3[C:12](=[CH:13][C:14]([OH:18])=[CH:15][CH:16]=3)[C:11](=[O:19])[C:10]=2[C:20]2[CH:21]=[N:22][CH:23]=[CH:24][CH:25]=2)[CH:5]=[C:6]([F:8])[CH:7]=1.BrC1C(=O)C2C(C=1C1C=CC=CC=1)=CC=C(O)C=2.O[CH2:45][CH2:46][CH:47]1[CH2:52][CH2:51][N:50]([C:53]([O:55][C:56]([CH3:59])([CH3:58])[CH3:57])=[O:54])[CH2:49][CH2:48]1.C1C=CC(P(C2C=CC=CC=2)C2C=CC=CC=2)=CC=1.CC(OC(/N=N/C(OC(C)C)=O)=O)C>>[F:8][C:6]1[CH:5]=[C:4]([C:9]2[C:17]3[C:12](=[CH:13][C:14]([O:18][CH2:45][CH2:46][CH:47]4[CH2:48][CH2:49][N:50]([C:53]([O:55][C:56]([CH3:57])([CH3:59])[CH3:58])=[O:54])[CH2:51][CH2:52]4)=[CH:15][CH:16]=3)[C:11](=[O:19])[C:10]=2[C:20]2[CH:21]=[N:22][CH:23]=[CH:24][CH:25]=2)[CH:3]=[C:2]([F:1])[CH:7]=1. Procedure: The procedure of Step 6 of Example 1 was repeated except for using 3-(3,5-difluorophenyl)-6-hydroxy-2-(pyridin-3-yl)-1H-inden-1-one obtained in Step 1 of Example 64 as a starting material instead of 2-bromo-6-hydroxy-3-phenyl-1H-inden-1-one, t-butyl 4-(2-hydroxyethyl)piperidin-1-carboxylate (2.0 eq) instead of 4-(2-hydroxyethyl)morpholine, using 2 equivalents of PPh3 and DIAD, and being stirred for 13 h to provide the title compound (80 mg, 66%). Starting materials: CN(C1=NNC2=CC(=CC=C12)Cl)C (3-dimethylamino-6-chloroindazole), [NH2-].[Na+] (sodium amide), CN(C(=O)Cl)C (dimethylcarbamic acid chloride). Run in C1(=CC=CC=C1)C (toluene). Yields the product CN(C(=O)N1N=C(C2=CC=C(C=C12)Cl)N(C)C)C (3-dimethylamino-6-chloroindazole-1-carboxylic acid dimethylamide). Reaction SMILES: [CH3:1][N:2]([CH3:13])[C:3]1[C:11]2[C:6](=[CH:7][C:8]([Cl:12])=[CH:9][CH:10]=2)[NH:5][N:4]=1.[NH2-].[Na+].[CH3:16][N:17]([CH3:21])[C:18](Cl)=[O:19]>C1(C)C=CC=CC=1>[CH3:16][N:17]([CH3:21])[C:18]([N:5]1[C:6]2[C:11](=[CH:10][CH:9]=[C:8]([Cl:12])[CH:7]=2)[C:3]([N:2]([CH3:13])[CH3:1])=[N:4]1)=[O:19] |f:1.2|. Reported procedure: 0.04 mol of 3-dimethylamino-6-chloroindazole and 0.04 mol of sodium amide in 50 ml of toluene are heated to the boil for 1 hour. 0.04 mol of dimethylcarbamic acid chloride is added dropwise at 60° C and this temperature is maintained for 7 hours, while stirring. After cooling, the solution is filtered and evaporated in vacuo. Distillation of the residue gives 3-dimethylamino-6-chloroindazole-1-carboxylic acid dimethylamide (boiling point0.35 170° C, melting point: 65°-66° C; 75% of theory).